This data is from the Open Reaction Database (ORD), a public repository of structured organic reaction records. The task is: describe an organic reaction: reactants, conditions, products, and yield Reactants: BrC=1C=C2CC(CNC2=C(C1)[N+](=O)[O-])N (6-bromo-1,2,3,4-tetrahydro-8-nitro-3-quinolinamine), C=O (formaldehyde). Solvent: C(=O)O (formic acid). Run at temperature 100 celsius. The product is BrC=1C=C2CC(CNC2=C(C1)[N+](=O)[O-])N(CCC)CCC (6-bromo-1,2,3,4-tetrahydro-8-nitro-N,N-dipropyl-3-quinolinamine). Isolated yield 0.2%. As a reaction SMILES: [Br:1][C:2]1[CH:3]=[C:4]2[C:9](=[C:10]([N+:12]([O-:14])=[O:13])[CH:11]=1)[NH:8][CH2:7][CH:6]([NH2:15])[CH2:5]2.C=O>C(O)=O>[Br:1][C:2]1[CH:3]=[C:4]2[C:9](=[C:10]([N+:12]([O-:14])=[O:13])[CH:11]=1)[NH:8][CH2:7][CH:6]([N:15]([CH2:5][CH2:4][CH3:9])[CH2:11][CH2:2][CH3:3])[CH2:5]2. Reported procedure: A mixture of 6-bromo-1,2,3,4-tetrahydro-8-nitro-3-quinolinamine (1.5 g, 5.5 mol), 37% aqueous formaldehyde (1.8 mL) and formic acid (10 mL) was heated at 100° C. for 1 hour. The solution was then evaporated, partitioned between ethyl acetate (200 mL) and 4 N sodium hydroxide solution (10 mL), and the ethyl acetate was evaporated to give a red oil. This was chromatographed on silica gel to give 1.58 g of 6-bromo-1,2,3,4-tetrahydro-8-nitro-N,N-dipropyl-3-quinolinamine. The product was crystallized... Yield: 76.3%. The reagents and catalysts are [Pd] (palladium on carbon). As a reaction SMILES: [CH:1]([C:4]([NH:6][S:7]([C:10]1[CH:15]=[CH:14][CH:13]=[C:12]([N+:16]([O-])=O)[CH:11]=1)(=[O:9])=[O:8])=[O:5])([CH3:3])[CH3:2]>C(O)C.[Pd].O>[CH:1]([C:4]([NH:6][S:7]([C:10]1[CH:15]=[CH:14][CH:13]=[C:12]([NH2:16])[CH:11]=1)(=[O:9])=[O:8])=[O:5])([CH3:3])[CH3:2]. The reactants are C(C)(C)C(=O)NS(=O)(=O)C1=CC(=CC=C1)[N+](=O)[O-] (1-(isopropylcarbonylaminosulphonyl)-3-nitrobenzene). Procedure details: To a suspension of 1-(isopropylcarbonylaminosulphonyl)-3-nitrobenzene (5 g, 18.4 mmol) in ethanol (100 ml) was added 10% palladium on carbon (0.5 g, 10% (w/w)) in water (5 ml). The mixture was hydrogenated at 40 psi for 10 min then the catalyst was filtered off and washed with ethanol. The solvents were evaporated in vacuo to give the title compound (3.4 g, 76%) as a yellow solid. mp 110°-112° C. 1H NMR (360 MHz, D6 -DMSO) δ 0.95 (6H, d, J=6.9 Hz), 2.45 (1H, septet, J=6.9 Hz), 5.63 (2H, br s), 6... Product: C(C)(C)C(=O)NS(=O)(=O)C1=CC(=CC=C1)N (1-(Isopropyl carbonylaminosulphonyl)-3-aminobenzene). Reaction conditions: time 10 minute. Run in C(C)O (ethanol), O (water). Reactants: CS(=O)(=O)C(C)C1=C(C(=CC=C1)C(F)(F)F)[N+](=O)[O-] (2-(1-methylsulfonylethyl)-6-trifluoromethyl nitrobenzene), [OH-].[Na+] (NaOH), COS(=O)(=O)OC (Me2SO4), CS(=O)(=O)CC1=C(C(=CC=C1)C(F)(F)F)[N+](=O)[O-] (2-methylsulfonylmethyl-6-trifluoromethyl nitrobenzene). The reagents and catalysts are [Cl-].C(C)[N+](CC1=CC=CC=C1)(CC)CC (triethylbenzylammonium chloride), C(C)(=O)O (acetic acid), [Pd].[C] (Pd carbon). Run in CCOC(=O)C.CCO (EtOAc EtOH), C(Cl)Cl (CH2Cl2). Conditions: time 30 minute. Yields the product CS(=O)(=O)C(C)C1=C(N)C(=CC=C1)C(F)(F)F (2-(1-methylsulfonylethyl)-6-trifluoromethyl aniline). Yield: 62.8%. As a reaction SMILES: [OH-].[Na+].COS(OC)(=O)=O.CS(CC1C=CC=C(C(F)(F)F)C=1[N+]([O-])=O)(=O)=O.[CH3:28][S:29]([CH:32]([C:34]1[CH:39]=[CH:38][CH:37]=[C:36]([C:40]([F:43])([F:42])[F:41])[C:35]=1[N+:44]([O-])=O)[CH3:33])(=[O:31])=[O:30]>[Cl-].C([N+](CC)(CC)CC1C=CC=CC=1)C.C(O)(=O)C.[Pd].[C].CCOC(C)=O.CCO.C(Cl)Cl>[CH3:28][S:29]([CH:32]([C:34]1[CH:39]=[CH:38][CH:37]=[C:36]([C:40]([F:41])([F:43])[F:42])[C:35]=1[NH2:44])[CH3:33])(=[O:31])=[O:30] |f:0.1,5.6,8.9,10.11|. Procedure: A mixture of 50% NaOH (50 mL), CH2Cl2 (50 mL), triethylbenzylammonium chloride (30 mg), Me2SO4 (2.50 mL, 26.41 mmol) and 2-methylsulfonylmethyl-6-trifluoromethyl nitrobenzene 3 (6.8 g, 24.01 mmol) was stirred rapidly for 30 min. The mixture was poured onto ice/water (400 mL) and the organic layer separated. The solvent was removed and excess Me2SO4 removed at 60° C. and 0.7 mm, to give a yellow solid which was identified as the same product as in Example 2, i.e., 2-(1-methylsulfonylethyl)-6-trif... Starting materials: C=CCC1=CCC(O)C1, Cc1cc(C(C)(C)C)c(O)c(C(C)(C)C)c1, CC(C)=CC1C(C(=O)Cl)C1(C)C, Cc1ccccc1, c1ccncc1. Reaction SMILES: [CH2:1]([CH:2]=[CH2:3])[C:4]1=[CH:8][CH2:7][CH:6]([OH:9])[CH2:5]1.[CH3:10][c:11]1[cH:12][c:13]([C:14]([CH3:15])([CH3:16])[CH3:17])[c:18]([OH:19])[c:20]([C:21]([CH3:22])([CH3:23])[CH3:24])[cH:25]1.[CH3:32][C:33]1([CH3:43])[CH:34]([C:40](=[O:41])[Cl:42])[CH:35]1[CH:36]=[C:37]([CH3:38])[CH3:39].[CH3:44][c:45]1[cH:46][cH:47][cH:48][cH:49][cH:50]1.[cH:26]1[cH:27][cH:28][n:29][cH:30][cH:31]1>>[CH2:1]([CH:2]=[CH2:3])[C:4]1=[CH:8][CH2:7][CH:6]([O:9][C:40]([CH:34]2[C:33]([CH3:32])([CH3:43])[CH:35]2[CH:36]=[C:37]([CH3:38])[CH3:39])=[O:41])[CH2:5]1. Product: C=CCC1=CCC(OC(=O)C2C(C=C(C)C)C2(C)C)C1. The reactants are O1C(=CC2=C1C=CC=C2)C2=C(C=CC=C2)C=2C=C(N(N2)C)C(=O)O (5-(3-benzofuran-2-yl-phenyl)-2-methyl-2H-pyrazole-3-carboxylic acid), N1(CCNCCC1)CCO (2-(1,4-diazepan-1-yl)ethan-1-ol), C1CCC(CC1)N=C=NC2CCCCC2 (DCC). The reagents and catalysts are CN(C)C=1C=CN=CC1 (DMAP). The product is O1C(=CC2=C1C=CC=C2)C2=C(C=CC=C2)C=2C=C(N(N2)C)C(=O)N2CCN(CCC2)CCO ([5-(3-Benzofuran-2-yl-phenyl)-2-methyl-2H-pyrazol-3-yl)-[4-(2-hydroxy-ethyl)-[1,4]diazepan-1-yl]-methanone). The yield is 32.0%. Reaction SMILES: [O:1]1[C:5]2[CH:6]=[CH:7][CH:8]=[CH:9][C:4]=2[CH:3]=[C:2]1[C:10]1[CH:15]=[CH:14][CH:13]=[CH:12][C:11]=1[C:16]1[CH:17]=[C:18]([C:22]([OH:24])=O)[N:19]([CH3:21])[N:20]=1.[N:25]1([CH2:32][CH2:33][OH:34])[CH2:31][CH2:30][CH2:29][NH:28][CH2:27][CH2:26]1.C1CCC(N=C=NC2CCCCC2)CC1>CN(C1C=CN=CC=1)C>[O:1]1[C:5]2[CH:6]=[CH:7][CH:8]=[CH:9][C:4]=2[CH:3]=[C:2]1[C:10]1[CH:15]=[CH:14][CH:13]=[CH:12][C:11]=1[C:16]1[CH:17]=[C:18]([C:22]([N:28]2[CH2:29][CH2:30][CH2:31][N:25]([CH2:32][CH2:33][OH:34])[CH2:26][CH2:27]2)=[O:24])[N:19]([CH3:21])[N:20]=1. Procedure: In analogy to the procedure described in Example 16D], 5-(3-benzofuran-2-yl-phenyl)-2-methyl-2H-pyrazole-3-carboxylic acid (Example 12C]) and 2-(1,4-diazepan-1-yl)ethan-1-ol with DCC and catalytic amount of DMAP gave the title compound in 32% yield as white foam. MS: 445.1 (MH+). Starting materials: OC1=C(C(=O)O)C=C(C=C1)C(CBr)=O (2-hydroxy-5-(α-bromoacetyl) benzoic acid), C(C)(=S)N (thioacetamide). Solvent: C(C)O (ethanol), C(C)O (ethanol). Yields the product OC1=C(C(=O)O)C=C(C=C1)C=1N=C(SC1)C (2-hydroxy 5-(2-methyl thiazol-4-yl) benzoic acid). Yield: 86.3%. Reaction SMILES: [OH:1][C:2]1[CH:10]=[CH:9][C:8]([C:11](=O)[CH2:12]Br)=[CH:7][C:3]=1[C:4]([OH:6])=[O:5].[C:15]([NH2:18])(=[S:17])[CH3:16]>C(O)C>[OH:1][C:2]1[CH:10]=[CH:9][C:8]([C:11]2[N:18]=[C:15]([CH3:16])[S:17][CH:12]=2)=[CH:7][C:3]=1[C:4]([OH:6])=[O:5]. Procedure details: A solution of 53 g (0.2 mol) of 2-hydroxy-5-(α-bromoacetyl) benzoic acid in 250 ml of slightly warm ethanol was dropped, for 15 minutes, in a solution of 15 g (0.2 mol) of thioacetamide in 60 ml of ethanol, while stirring vigorously. The reaction was slightly exothermic, and a white product gradually precipitated. Stirring was maintained for one hour, then the reaction mixture was diluted with 500 ml of water. The precipitate was filtered off, washed with water and the product was recrystallized... Procedure: To a solution of N′-hydroxyacetimidamide (0.081 g, 1.093 mmol) and molecular sieves 4 Å (powder, 0.3 g) in THF (3.64 mL) was added 60% sodium hydride in mineral oil (0.109 g, 2.73 mmol) at rt and the mixture was stirred at 50° C. After being stirred at 50° C. for 30 min, a solution of methyl 2-(1-(tert-butoxycarbonylamino)ethyl)-6-fluoro-3-(pyridin-2-yl)quinoline-4-carboxylate (0.233 g, 0.547 mmol) in THF (1.822 mL) was added. The mixture was heated under reflux. After 3 h, the mixture was remov... Run in C1CCOC1 (THF), C1CCOC1 (THF). Conditions: temperature 50 celsius, time 3 hour. The product is FC=1C=C2C(=C(C(=NC2=CC1)C(C)NC(OC(C)(C)C)=O)C1=NC=CC=C1)C1=NC(=NO1)C (tert-butyl 1-(6-fluoro-4-(3-methyl-1,2,4-oxadiazol-5-yl)-3-(pyridin-2-yl)quinolin-2-yl)ethylcarbamate). Starting materials: C(C)(C)(C)OC(=O)NC(C)C1=NC2=CC=C(C=C2C(=C1C1=NC=CC=C1)C(=O)OC)F (methyl 2-(1-(tert-butoxycarbonylamino)ethyl)-6-fluoro-3-(pyridin-2-yl)quinoline-4-carboxylate), ON=C(C)N (N′-hydroxyacetimidamide), [H-].[Na+] (sodium hydride), oil. As a reaction SMILES: [OH:1][N:2]=[C:3]([NH2:5])[CH3:4].[H-].[Na+].[C:8]([O:12][C:13]([NH:15][CH:16]([C:18]1[C:27]([C:28]2[CH:33]=[CH:32][CH:31]=[CH:30][N:29]=2)=[C:26]([C:34](OC)=O)[C:25]2[C:20](=[CH:21][CH:22]=[C:23]([F:38])[CH:24]=2)[N:19]=1)[CH3:17])=[O:14])([CH3:11])([CH3:10])[CH3:9]>C1COCC1>[F:38][C:23]1[CH:24]=[C:25]2[C:20](=[CH:21][CH:22]=1)[N:19]=[C:18]([CH:16]([NH:15][C:13](=[O:14])[O:12][C:8]([CH3:10])([CH3:11])[CH3:9])[CH3:17])[C:27]([C:28]1[CH:33]=[CH:32][CH:31]=[CH:30][N:29]=1)=[C:26]2[C:34]1[O:1][N:2]=[C:3]([CH3:4])[N:5]=1 |f:1.2|.